From a dataset of the Open Reaction Database (ORD), a public repository of structured organic reaction records. describe an organic reaction: reactants, conditions, products, and yield Reactants: CCC(CC)c1ccc(Br)c2[nH]c(=O)n(C)c12, O=C([O-])O, CN1CCCC1=O, N#C[Cu]C#N, [Na+]. Yields the product CCC(CC)c1ccc(C#N)c2[nH]c(=O)n(C)c12. Reaction SMILES: [Br:1][c:2]1[cH:3][cH:4][c:5]([CH:13]([CH2:14][CH3:15])[CH2:16][CH3:17])[c:6]2[n:7]([CH3:12])[c:8](=[O:11])[nH:9][c:10]12.[C:30](=[O:31])([OH:32])[O-:33].[CH3:23][N:24]1[CH2:25][CH2:26][CH2:27][C:28]1=[O:29].[Cu:18]([C:19]#[N:20])[C:21]#[N:22].[Na+:34]>>[c:2]1([C:19]#[N:20])[cH:3][cH:4][c:5]([CH:13]([CH2:14][CH3:15])[CH2:16][CH3:17])[c:6]2[n:7]([CH3:12])[c:8](=[O:11])[nH:9][c:10]12. The reactants are Cn1ccnc1-c1cccs1, CC#N, CCOC(C)=O, O=C1CCC(=O)N1I. Product: Cn1c(I)cnc1-c1cccs1. Reaction SMILES: [CH3:1][n:2]1[c:3](-[c:7]2[s:8][cH:9][cH:10][cH:11]2)[n:4][cH:5][cH:6]1.[CH3:20][C:21]#[N:22].[CH3:23][CH2:24][O:25][C:26](=[O:27])[CH3:28].[O:12]=[C:13]1[N:14]([I:19])[C:15](=[O:16])[CH2:17][CH2:18]1>>[CH3:1][n:2]1[c:3](-[c:7]2[s:8][cH:9][cH:10][cH:11]2)[n:4][cH:5][c:6]1[I:19]. Starting materials: COc1ccc(C(OC2CC(n3cc(C)c(=O)[nH]c3=O)OC2CO)(c2ccccc2)c2ccc(OC)cc2)cc1, Cc1cn(C2CC(O)C(CO)O2)c(=O)[nH]c1=O, CS(C)=O, C(=NC1CCCCC1)=NC1CCCCC1, O, c1ccncc1. Yields the product COc1ccc(C(OC2CC(n3cc(C)c(=O)[nH]c3=O)OC2C(O)C=O)(c2ccccc2)c2ccc(OC)cc2)cc1. RXN SMILES: [CH3:1][O:2][c:3]1[cH:4][cH:5][c:6]([C:7]([c:8]2[cH:9][cH:10][c:11]([O:14][CH3:15])[cH:12][cH:13]2)([c:16]2[cH:17][cH:18][cH:19][cH:20][cH:21]2)[O:22][CH:23]2[CH2:24][CH:25]([n:30]3[c:31](=[O:32])[nH:33][c:34](=[O:35])[c:36]([CH3:37])[cH:38]3)[O:26][CH:27]2[CH2:28][OH:29])[cH:39][cH:40]1.[CH3:41][c:42]1[c:43](=[O:44])[nH:45][c:46](=[O:49])[n:50]([CH:51]2[O:52][CH:53]([CH2:54][OH:55])[CH:47]([OH:48])[CH2:56]2)[cH:57]1.[CH3:79][S:80]([CH3:81])=[O:82].[CH:58]1([N:59]=[C:60]=[N:61][CH:62]2[CH2:63][CH2:64][CH2:65][CH2:66][CH2:67]2)[CH2:68][CH2:69][CH2:70][CH2:71][CH2:72]1.[OH2:83].[cH:73]1[cH:74][cH:75][n:76][cH:77][cH:78]1>>[CH3:1][O:2][c:3]1[cH:4][cH:5][c:6]([C:7]([c:8]2[cH:9][cH:10][c:11]([O:14][CH3:15])[cH:12][cH:13]2)([c:16]2[cH:17][cH:18][cH:19][cH:20][cH:21]2)[O:22][CH:23]2[CH2:24][CH:25]([n:30]3[c:31](=[O:32])[nH:33][c:34](=[O:35])[c:36]([CH3:37])[cH:38]3)[O:26][CH:27]2[CH:28]([OH:29])[CH:47]=[O:48])[cH:39][cH:40]1. Reactants: CCOCC, CSc1ncc2cc(COC(C)=O)c(=O)n(C3CCCC3)c2n1, ClCCl, O=S(=O)(c1ccccc1)N1OC1c1ccccc1. Yields the product CC(=O)OCc1cc2cnc(S(C)=O)nc2n(C2CCCC2)c1=O. As a reaction SMILES: [CH3:42][CH2:43][O:44][CH2:45][CH3:46].[CH:1]1([n:6]2[c:7](=[O:23])[c:8]([CH2:18][O:19][C:20]([CH3:21])=[O:22])[cH:9][c:10]3[c:11]2[n:12][c:13]([S:16][CH3:17])[n:14][cH:15]3)[CH2:2][CH2:3][CH2:4][CH2:5]1.[Cl:47][CH2:48][Cl:49].[c:24]1([S:25]([N:26]2[CH:27]([c:28]3[cH:29][cH:30][cH:32][cH:33][cH:34]3)[O:35]2)(=[O:31])=[O:36])[cH:37][cH:38][cH:39][cH:40][cH:41]1>>[CH:1]1([n:6]2[c:7](=[O:23])[c:8]([CH2:18][O:19][C:20]([CH3:21])=[O:22])[cH:9][c:10]3[c:11]2[n:12][c:13]([S:16]([CH3:17])=[O:31])[n:14][cH:15]3)[CH2:2][CH2:3][CH2:4][CH2:5]1. Reactants: FC1=C(C(=C(C(=C1C(=O)Cl)F)F)F)F (pentafluorobenzoyl chloride), SC1=NC=CC=C1 (2-mercaptopyridine). Solvent: C1CCOC1 (THF). Yields the product FC1=C(C(=C(C(=C1C(SC1=NC=CC=C1)=O)F)F)F)F (S-2-Pyridyl pentafluorobenzothioate). As a reaction SMILES: [F:1][C:2]1[C:7]([C:8](Cl)=[O:9])=[C:6]([F:11])[C:5]([F:12])=[C:4]([F:13])[C:3]=1[F:14].[SH:15][C:16]1[CH:21]=[CH:20][CH:19]=[CH:18][N:17]=1>C1COCC1>[F:1][C:2]1[C:7]([C:8](=[O:9])[S:15][C:16]2[CH:21]=[CH:20][CH:19]=[CH:18][N:17]=2)=[C:6]([F:11])[C:5]([F:12])=[C:4]([F:13])[C:3]=1[F:14]. Procedure: Following the general procedure described above, reaction of pentafluorobenzoyl chloride (6.92 g, 30.0 mmol) with 2-mercaptopyridine (3.33 g, 30.0 mmol) in THF (30 mL) for 30 min at room temperature afforded pale yellow solid after precipitation (7.97 g, 87%): mp 51° C.; 1H NMR δ 7.37-7.42 (m, 1H), 7.75-7.79 (m, 1H), 7.81-7.87 (m, 1H), 8.67-8.71 (m, 1H); Anal. Calcd for C12H4NOS: C, 47.22; H, 1.32; N, 4.59. Found: C, 47.59; H, 1.29; N, 4.38. The reactants are O=C([O-])[O-], Cc1ccccc1, COC(=O)c1cc(S(=O)(=O)c2cccc(Br)c2)c(N)s1, CCO, [Na+], [Na+], Cc1ccccc1-c1ccccc1B(O)O, c1ccc(P(c2ccccc2)(c2ccccc2)[Pd](P(c2ccccc2)(c2ccccc2)c2ccccc2)(P(c2ccccc2)(c2ccccc2)c2ccccc2)P(c2ccccc2)(c2ccccc2)c2ccccc2)cc1. Product: COC(=O)c1cc(S(=O)(=O)c2cccc(-c3ccccc3C)c2)c(N)s1. Reaction SMILES: [C:37](=[O:38])([O-:39])[O-:40].[CH3:123][c:124]1[cH:125][cH:126][cH:127][cH:128][cH:129]1.[CH3:1][O:2][C:3](=[O:4])[c:5]1[s:6][c:7]([NH2:20])[c:8]([S:10](=[O:11])(=[O:12])[c:13]2[cH:14][c:15]([Br:19])[cH:16][cH:17][cH:18]2)[cH:9]1.[CH3:43][CH2:44][OH:45].[Na+:41].[Na+:42].[c:21]1([CH3:36])[c:22](-[c:27]2[cH:28][cH:29][cH:30][cH:31][c:32]2[B:33]([OH:34])[OH:35])[cH:23][cH:24][cH:25][cH:26]1.[cH:46]1[cH:47][cH:48][c:49]([P:50]([Pd:51]([P:52]([c:53]2[cH:54][cH:55][cH:56][cH:57][cH:58]2)([c:59]2[cH:60][cH:61][cH:62][cH:63][cH:64]2)[c:65]2[cH:66][cH:67][cH:68][cH:69][cH:70]2)([P:71]([c:72]2[cH:73][cH:74][cH:75][cH:76][cH:77]2)([c:78]2[cH:79][cH:80][cH:81][cH:82][cH:83]2)[c:84]2[cH:85][cH:86][cH:87][cH:88][cH:89]2)[P:90]([c:91]2[cH:92][cH:93][cH:94][cH:95][cH:96]2)([c:97]2[cH:98][cH:99][cH:100][cH:101][cH:102]2)[c:103]2[cH:104][cH:105][cH:106][cH:107][cH:108]2)([c:109]2[cH:110][cH:111][cH:112][cH:113][cH:114]2)[c:115]2[cH:116][cH:117][cH:118][cH:119][cH:120]2)[cH:121][cH:122]1>>[CH3:1][O:2][C:3](=[O:4])[c:5]1[s:6][c:7]([NH2:20])[c:8]([S:10](=[O:11])(=[O:12])[c:13]2[cH:14][c:15](-[c:22]3[c:21]([CH3:36])[cH:26][cH:25][cH:24][cH:23]3)[cH:16][cH:17][cH:18]2)[cH:9]1. The reactants are CC(C)[C@@H]1N(C(OC1)=O)C(CCC=1N=CN(C1)C(C1=CC=CC=C1)(C1=CC=CC=C1)C1=CC=CC=C1)=O (4(S)-(1-methylethyl)-3-{1-oxo-3-[1-(triphenylmethyl)-1H-imidazol-4-yl]propyl}-2-oxazolidinone), ( e ), BrCC(=O)OCC1=CC=CC=C1 (benzyl 2-bromoacetate), O=C([C@@H](CC(OCC1=CC=CC=C1)=O)CC=1N=CN(C1)C(C1=CC=CC=C1)(C1=CC=CC=C1)C1=CC=CC=C1)N1C(OC[C@@H]1C(C)C)=O (3-{1,4-Dioxo-4-(phenylmethoxy)-2(R)-{[1-(triphenylmethyl)-1H-imidazol-4-yl]methyl}butyl}-4(S)-(1-methylethyl)-2-oxazolidinone), ( f ), ( b ). Product: O=C(C(CC(OCC1=CC=CC=C1)=O)CC=1N=CN(C1)C(C1=CC=CC=C1)(C1=CC=CC=C1)C1=CC=CC=C1)N1C(OC[C@@H]1C(C)C)=O (3-{1,4-dioxo-4-(phenylmethoxy)-2-{[1-(triphenylmethyl)-1H-imidazol-4-yl]methyl}butyl}-4(S)-(1-methylethyl)-2-oxazolidinone), ( R )-. As a reaction SMILES: [O:1]=[C:2]([N:40]1[C@@H:44]([CH:45]([CH3:47])[CH3:46])[CH2:43][O:42][C:41]1=[O:48])[C@H:3]([CH2:15][C:16]1[N:17]=[CH:18][N:19]([C:21]([C:34]2[CH:39]=[CH:38][CH:37]=[CH:36][CH:35]=2)([C:28]2[CH:33]=[CH:32][CH:31]=[CH:30][CH:29]=2)[C:22]2[CH:27]=[CH:26][CH:25]=[CH:24][CH:23]=2)[CH:20]=1)[CH2:4][C:5](=[O:14])[O:6][CH2:7][C:8]1[CH:13]=[CH:12][CH:11]=[CH:10][CH:9]=1.CC([C@H]1COC(=O)N1C(=O)CCC1N=CN(C(C2C=CC=CC=2)(C2C=CC=CC=2)C2C=CC=CC=2)C=1)C.BrCC(OCC1C=CC=CC=1)=O>>[O:1]=[C:2]([N:40]1[C@@H:44]([CH:45]([CH3:46])[CH3:47])[CH2:43][O:42][C:41]1=[O:48])[CH:3]([CH2:15][C:16]1[N:17]=[CH:18][N:19]([C:21]([C:34]2[CH:35]=[CH:36][CH:37]=[CH:38][CH:39]=2)([C:22]2[CH:23]=[CH:24][CH:25]=[CH:26][CH:27]=2)[C:28]2[CH:33]=[CH:32][CH:31]=[CH:30][CH:29]=2)[CH:20]=1)[CH2:4][C:5](=[O:14])[O:6][CH2:7][C:8]1[CH:13]=[CH:12][CH:11]=[CH:10][CH:9]=1. Procedure details: 3-{1,4-Dioxo-4-(phenylmethoxy)-2(R)-{[1-(triphenylmethyl)-1H-imidazol-4-yl]methyl}butyl}-4(S)-(1-methylethyl)-2-oxazolidinone: By following the procedure of example 2, section (f), but replacing the product of section (e) of that example with 4(S)-(1-methylethyl)-3-{1-oxo-3-[1-(triphenylmethyl)-1H-imidazol-4-yl]propyl}-2-oxazolidinone of section (b) of this example, and replacing tert-butyl 2-bromoacetate with benzyl 2-bromoacetate, 3-{1,4-dioxo-4-(phenylmethoxy)-2-{[1-(triphenylmethyl)-1H-imida...